This data is from the Open Reaction Database (ORD), a public repository of structured organic reaction records. The task is: describe an organic reaction: reactants, conditions, products, and yield Starting materials: C(C)C1C=NNC1 (4-Ethyl-4,5-dihydro-1H-pyrazole), C(C)N=C=S (ethyl isothiocyanate). Run in C(C)O (ethanol). Yields the product C(C)NC(=S)N1N=CC(C1)CC (4-ethyl-4,5-dihydro-pyrazole-1-carbothioic acid ethylamide). Isolated yield 1.0%. Reaction SMILES: [CH2:1]([CH:3]1[CH2:7][NH:6][N:5]=[CH:4]1)[CH3:2].[CH2:8]([N:10]=[C:11]=[S:12])[CH3:9]>C(O)C>[CH2:8]([NH:10][C:11]([N:5]1[CH2:4][CH:3]([CH2:1][CH3:2])[CH:7]=[N:6]1)=[S:12])[CH3:9]. Reported procedure: 2.68 g (1 mol equiv.) 4-Ethyl-4,5-dihydro-1H-pyrazole (synthesized as described in WO 2008/034863) and 3.11 mL (1.3 mol equiv.) ethyl isothiocyanate were added to 20 mL ethanol. The reaction mixture was refluxed overnight, silica gel was added and volatiles were removed under reduced pressure. Purification by flash chromatography on silica gel (Et2O:PA=1:3) afforded 1.80 g (36%) 4-ethyl-4,5-dihydro-pyrazole-1-carbothioic acid ethylamide. 1H NMR (400 MHz, CDCl3) δ 0.99 (t, J=7.5 Hz, 3H), 1.25 (t,... The reactants are [N+](=O)([O-])C1=C(OC(C(=O)Cl)C)C=C(C=C1)OC1=C(C=C(C=C1)F)C#N (2-[2-nitro-5-(2-cyano-4-fluorophenoxy)phenoxy]propionyl chloride), O1C(OCCC1)CN (N-(1,3-Dioxan-2-ylmethyl)amine). Run in C(Cl)Cl (methylene chloride), C(Cl)Cl (methylene chloride). Reaction conditions: temperature -15 celsius. Yields the product O1C(OCCC1)CNC(C(C)OC1=C(C=CC(=C1)OC1=C(C=C(C=C1)F)C#N)[N+](=O)[O-])=O (N-(1,3-dioxan-2-ylmethyl)-2-[2-nitro-5-(2-cyano-4-fluorophenoxy)phenoxy]propionamide). RXN SMILES: [O:1]1[CH2:6][CH2:5][CH2:4][O:3][CH:2]1[CH2:7][NH2:8].[N+:9]([C:12]1[CH:23]=[CH:22][C:21]([O:24][C:25]2[CH:30]=[CH:29][C:28]([F:31])=[CH:27][C:26]=2[C:32]#[N:33])=[CH:20][C:13]=1[O:14][CH:15]([CH3:19])[C:16](Cl)=[O:17])([O-:11])=[O:10]>C(Cl)Cl>[O:1]1[CH2:6][CH2:5][CH2:4][O:3][CH:2]1[CH2:7][NH:8][C:16](=[O:17])[CH:15]([O:14][C:13]1[CH:20]=[C:21]([O:24][C:25]2[CH:30]=[CH:29][C:28]([F:31])=[CH:27][C:26]=2[C:32]#[N:33])[CH:22]=[CH:23][C:12]=1[N+:9]([O-:11])=[O:10])[CH3:19]. Procedure: N-(1,3-Dioxan-2-ylmethyl)amine (0.015 mole) triethylamine (5 ml) and methylene chloride (50 ml) are charged into a glass reaction vessel equipped with a mechanical stirrer, thermometer and addition funnel. The reaction mixture is cooled to about -15° C. and a solution of 2-[2-nitro-5-(2-cyano-4-fluorophenoxy)phenoxy]propionyl chloride (0.01 mole) in methylene chloride (50 ml) is added dropwise with stirring. After the addition is completed the reaction mixture is allowed to warm to room temperat... Reactants: FC(C1=CC=C(C(=O)C2=CC=C(C=C2)C(F)(F)F)C=C1)(F)F (4,4'-bis(trifluoromethyl)benzophenone), 9.1, C(CCC)[Li] (n-butyl lithium), COCN1C=NC=C1 (1-(methoxymethyl)imidazole), CN(CCN(C)C)C (N,N,N',N'-tetramethylethylenediamine). Solvent: O1CCCC1 (tetrahydrofuran), O1CCCC1 (tetrahydrofuran), O (water). Reaction conditions: time 1.5 hour. Product: COCN1C(=NC=C1)C(O)(C1=CC=C(C=C1)C(F)(F)F)C1=CC=C(C=C1)C(F)(F)F (1-(Methoxymethyl)-α,α-bis(p-trifluoromethylphenyl)imidazole-2-methanol). RXN SMILES: C([Li])CCC.[CH3:6][O:7][CH2:8][N:9]1[CH:13]=[CH:12][N:11]=[CH:10]1.CN(C)CCN(C)C.[F:22][C:23]([F:43])([F:42])[C:24]1[CH:41]=[CH:40][C:27]([C:28]([C:30]2[CH:35]=[CH:34][C:33]([C:36]([F:39])([F:38])[F:37])=[CH:32][CH:31]=2)=[O:29])=[CH:26][CH:25]=1>O.O1CCCC1>[CH3:6][O:7][CH2:8][N:9]1[CH:13]=[CH:12][N:11]=[C:10]1[C:28]([C:27]1[CH:40]=[CH:41][C:24]([C:23]([F:22])([F:42])[F:43])=[CH:25][CH:26]=1)([C:30]1[CH:35]=[CH:34][C:33]([C:36]([F:37])([F:38])[F:39])=[CH:32][CH:31]=1)[OH:29]. Procedure: 9.1 Ml. (0.015 mol) of n-butyl lithium solution (15% in n-hexane) were added dropwise with stirring at -60° C. and under a nitrogen atmosphere to a solution of 1.7 g (0.015 mol) of 1-(methoxymethyl)imidazole and 1.8 g (0.015 mol) of N,N,N',N'-tetramethylethylenediamine in 75 ml. of anhydrous tetrahydrofuran. Stirring was continued for 1.5 hours and then 2.9 g (0.0091 mol) of 4,4'-bis(trifluoromethyl)benzophenone in 50 ml. of anhydrous tetrahydrofuran were added dropwise under the same conditions... Starting materials: OC(CCCCCC1=NC2=C(N1)C=CC=C2)C (2-(6-hydroxyheptyl)-1H-benzimidazole), C(Br)(Br)(Br)Br (carbon tetrabromide), C1(=CC=CC=C1)P(C1=CC=CC=C1)C1=CC=CC=C1 (triphenylphosphine). Solvent: O1CCCC1 (tetrahydrofuran). Yields the product BrC(CCCCCC1=NC2=C(N1)C=CC=C2)C (2-(6-bromoheptyl)-1H-benzimidazole). Isolated yield 75.8%. RXN SMILES: O[CH:2]([CH3:17])[CH2:3][CH2:4][CH2:5][CH2:6][CH2:7][C:8]1[NH:12][C:11]2[CH:13]=[CH:14][CH:15]=[CH:16][C:10]=2[N:9]=1.C(Br)(Br)(Br)[Br:19].C1(P(C2C=CC=CC=2)C2C=CC=CC=2)C=CC=CC=1>O1CCCC1>[Br:19][CH:2]([CH3:17])[CH2:3][CH2:4][CH2:5][CH2:6][CH2:7][C:8]1[NH:12][C:11]2[CH:13]=[CH:14][CH:15]=[CH:16][C:10]=2[N:9]=1. Reported procedure: 2.18 g of the compound obtained in Example 19a, 4.97g of carbon tetrabromide and 3.93 g of triphenylphosphine were added to 30 ml of tetrahydrofuran and the mixture was reacted overnight at room temperature. After the reaction was completed, the solvent was evaporated under reduced pressure, and the residue was purified by silica gel column chromatography (ethyl acetate:hexane=1:1) to obtain 2.10 g of the title compound as pale yellow solid (yield: 75%). The reactants are O=CC(C)=C (methacrolein), N (ammonia), N1=C(C(=CC(=C1)C)C)C (2,3,5-collidine). The solvent is C(C)C(=O)C (methyl ethyl ketone). Yields the product C(C)C1=NC=C(C=C1)C (2-ethyl-5-methylpyridine). Reaction SMILES: O=[CH:2][C:3](=[CH2:5])[CH3:4].N.[N:7]1C=C(C)[CH:10]=[C:9](C)[C:8]=1[CH3:15]>C(C(C)=O)C>[CH2:9]([C:8]1[CH:15]=[CH:5][C:3]([CH3:4])=[CH:2][N:7]=1)[CH3:10]. Procedure details: When the process of the present invention is performed in the form of a fixed bed, the catalyst of the present invention is packed in a reactor and heated to a reaction temperature. Then, the mixture of methacrolein, methyl ethyl ketone, ammonia and optionally an inert gas is supplied in the reactor to proceed the gas phase catalytic reaction while maintaining the suitable reaction temperature. Thus, a reaction product gas containing 2,3,5-collidine and 2-ethyl-5-methylpyridine is obtained.